This data is from the Open Reaction Database (ORD), a public repository of structured organic reaction records. The task is: describe an organic reaction: reactants, conditions, products, and yield Reactants: C(=O)=O (dry ice), S (hydrogen sulfide), S (Hydrogen sulfide), [Br-].ClC1=CC=C(C(SCC#N)=[N+]2CCCCC2)C=C1 (1-[p-chloro-α-(cyanomethylthio)benzylidene]piperidinium bromide), S (hydrogen sulfide). Solvent: C(C)O (ethanol). Conditions: temperature -20 celsius. Product: C(#N)CSC(C1=CC=C(C=C1)Cl)=S (p-Chlorodithiobenzoic Acid Cyanomethyl Ester). RXN SMILES: [SH2:1].[Br-].[Cl:3][C:4]1[CH:20]=[CH:19][C:7]([C:8](=[N+]2CCCCC2)[S:9][CH2:10][C:11]#[N:12])=[CH:6][CH:5]=1.C(=O)=O>C(O)C>[C:11]([CH2:10][S:9][C:8](=[S:1])[C:7]1[CH:19]=[CH:20][C:4]([Cl:3])=[CH:5][CH:6]=1)#[N:12] |f:1.2|. Reported procedure: Hydrogen sulfide gas is added to a stirred suspension of 1-[p-chloro-α-(cyanomethylthio)benzylidene]piperidinium bromide (13.7 g; 0.037 mol) in ethanol (50 ml), using a dry ice condenser to contain the gas. The reaction mixture slowly becomes a clear, red solution and the temperature rises to 25° C. The reaction mixture is chilled to -20° C., and an excess of hydrogen sulfide is maintained in the reaction mixture for 3 hours, as evidenced by the condensation of same throughout this period in the... Starting materials: BrC=1C=C(NC1)CC#N (4-bromopyrrole-2-acetonitrile), ClC1=CC=C(C(=O)Cl)C=C1 (p-chlorobenzoyl chloride), stannic chloride. Run in C(Cl)Cl (methylene chloride). Product: BrC=1C=C(NC1C(C1=CC=C(C=C1)Cl)=O)CC#N (4-bromo-5-(p-chlorobenzoyl)pyrrole-2-acetonitrile). RXN SMILES: [Br:1][C:2]1[CH:3]=[C:4]([CH2:7][C:8]#[N:9])[NH:5][CH:6]=1.[Cl:10][C:11]1[CH:19]=[CH:18][C:14]([C:15](Cl)=[O:16])=[CH:13][CH:12]=1>C(Cl)Cl>[Br:1][C:2]1[CH:3]=[C:4]([CH2:7][C:8]#[N:9])[NH:5][C:6]=1[C:15](=[O:16])[C:14]1[CH:18]=[CH:19][C:11]([Cl:10])=[CH:12][CH:13]=1. Procedure details: A solution of 0.90 g (0.005 mole) of 4-bromopyrrole-2-acetonitrile and 0.87 g of p-chlorobenzoyl chloride (0.0005 mole) in 10 ml of methylene chloride is chilled in a dry-ice acetone bath to -30° C and is stirred while treated with 0.58 mg of anhydrous stannic chloride (0.005 mole). An orange solid precipitates. The reaction mixture is allowed to warm slowly over 1 hour to 5° C and is poured and scraped into ice-water. The whole is extracted with chloroform and the combined organic layers are wa... The reactants are C1(CCCC1)C1=C(C=C(COC=2C=C3C=C4N(C3=CC2)CCCC4CC(=O)OCC)C=C1)C(F)(F)F (ethyl 2-(2-(4-cyclopentyl-3-(trifluoromethyl)benzyloxy)-6,7,8,9-tetrahydropyrido[1,2-a]indol-9-yl)acetate), [Li+].[OH-] (LiOH). Solvent: O1CCOCC1 (dioxane). Conditions: temperature 45 celsius, time 3 hour. Yields the product C1(CCCC1)C1=C(C=C(COC=2C=C3C=C4N(C3=CC2)CCCC4CC(=O)O)C=C1)C(F)(F)F (2-(2-(4-Cyclopentyl-3-(trifluoromethyl)benzyloxy)-6,7,8,9-tetrahydropyrido[1,2-a]indol-9-yl)acetic Acid). The yield is 77.9%. RXN SMILES: [CH:1]1([C:6]2[CH:32]=[CH:31][C:9]([CH2:10][O:11][C:12]3[CH:13]=[C:14]4[C:18](=[CH:19][CH:20]=3)[N:17]3[CH2:21][CH2:22][CH2:23][CH:24]([CH2:25][C:26]([O:28]CC)=[O:27])[C:16]3=[CH:15]4)=[CH:8][C:7]=2[C:33]([F:36])([F:35])[F:34])[CH2:5][CH2:4][CH2:3][CH2:2]1.[Li+].[OH-]>O1CCOCC1>[CH:1]1([C:6]2[CH:32]=[CH:31][C:9]([CH2:10][O:11][C:12]3[CH:13]=[C:14]4[C:18](=[CH:19][CH:20]=3)[N:17]3[CH2:21][CH2:22][CH2:23][CH:24]([CH2:25][C:26]([OH:28])=[O:27])[C:16]3=[CH:15]4)=[CH:8][C:7]=2[C:33]([F:36])([F:34])[F:35])[CH2:5][CH2:4][CH2:3][CH2:2]1 |f:1.2|. Reported procedure: To a solution of ethyl 2-(2-(4-cyclopentyl-3-(trifluoromethyl)benzyloxy)-6,7,8,9-tetrahydropyrido[1,2-a]indol-9-yl)acetate (143 mg, 0.286 mmol) in dioxane (1.5 mL) was added 1 M LiOH aqueous solution (1.15 mL, 1.145 mmol). The reaction mixture was stirred at 45° C. for 3 h. A portion of the solvent was removed in vacuo. The remaining mixture was diluted with water, acidified with 0.5 M aqueous citric acid to pH 4, and extracted with ethyl acetate. The combined organics were washed with water, dr... Starting materials: ClC1=C2C(=NC(=C1)C1=C3C=NNC3=CC=C1)N(N=C2)C (4-Chloro-6-(1H-indazol-4-yl)-1-methyl-1H-pyrazolo[3,4-b]pyridine), C(CC)N (propylamine), O.C1(=CC=C(C=C1)S(=O)(=O)O)C (p-toluenesulfonic acid monohydrate). Solvent: C(C)#N (acetonitrile). Conditions: temperature 190 celsius. Yields the product N1N=CC2=C(C=CC=C12)C=1C=C(C2=C(N1)N(N=C2)C)NCCC (6-(1H-indazol-4-yl)-1-methyl-N-propyl-1H-pyrazolo[3,4-b]pyridin-4-amine). Yield: 11.7%. RXN SMILES: Cl[C:2]1[CH:7]=[C:6]([C:8]2[CH:16]=[CH:15][CH:14]=[C:13]3[C:9]=2[CH:10]=[N:11][NH:12]3)[N:5]=[C:4]2[N:17]([CH3:20])[N:18]=[CH:19][C:3]=12.[CH2:21]([NH2:24])[CH2:22][CH3:23].O.C1(C)C=CC(S(O)(=O)=O)=CC=1>C(#N)C>[NH:12]1[C:13]2[C:9](=[C:8]([C:6]3[CH:7]=[C:2]([NH:24][CH2:21][CH2:22][CH3:23])[C:3]4[CH:19]=[N:18][N:17]([CH3:20])[C:4]=4[N:5]=3)[CH:16]=[CH:15][CH:14]=2)[CH:10]=[N:11]1 |f:2.3|. Procedure details: A solution of 4-Chloro-6-(1H-indazol-4-yl)-1-methyl-1H-pyrazolo[3,4-b]pyridine 7 (0.04 g, 0.14 mmol) in acetonitrile (2 mL) was treated with propylamine (0.041 g, 0.7 mmol) in the presence of p-toluenesulfonic acid monohydrate (0.03 g, 0.14 mmol). The reaction mixture was heated at 190° C. in microwave for 2 h. Solvent were removed and the crude material was purified by mass directed purification to obtain 5 mg of 103 as a white solid. 1H NMR (400 MHz, MeOD) δ 8.57 (s, 1H), 8.11 (d, J=1.2, 1H), ... Reactants: C(C)(=O)N1C(C(C2=CC(=C(C=C12)OC)OC)=C(C1=CC=CC=C1)OCC)=O (1-acetyl-3-(1-ethoxy-1-phenyl-methylidene)-5,6-dimethoxy-2-indolinone), CN(C)CC(=O)N(C1=CC=C(C=C1)N)C (N-(dimethylaminomethylcarbonyl)-N-methyl-p-phenylenediamine). Product: CN(C)CC(=O)N(C)C1=CC=C(N\C(\C2=CC=CC=C2)=C\2/C(NC3=CC(=C(C=C23)OC)OC)=O)C=C1 (3-(Z)-{1-[4-(N-dimethylaminomethylcarbonyl-N-methyl-amino)-anilino]-1-phenyl-methylidene}-5,6-dimethoxy-2-indolinone). Reaction SMILES: C([N:4]1[C:12]2[C:7](=[CH:8][C:9]([O:15][CH3:16])=[C:10]([O:13][CH3:14])[CH:11]=2)[C:6](=[C:17](OCC)[C:18]2[CH:23]=[CH:22][CH:21]=[CH:20][CH:19]=2)[C:5]1=[O:27])(=O)C.[CH3:28][N:29]([CH2:31][C:32]([N:34]([CH3:42])[C:35]1[CH:40]=[CH:39][C:38]([NH2:41])=[CH:37][CH:36]=1)=[O:33])[CH3:30]>>[CH3:30][N:29]([CH2:31][C:32]([N:34]([C:35]1[CH:36]=[CH:37][C:38]([NH:41]/[C:17](=[C:6]2\[C:5](=[O:27])[NH:4][C:12]3[C:7]\2=[CH:8][C:9]([O:15][CH3:16])=[C:10]([O:13][CH3:14])[CH:11]=3)/[C:18]2[CH:19]=[CH:20][CH:21]=[CH:22][CH:23]=2)=[CH:39][CH:40]=1)[CH3:42])=[O:33])[CH3:28]. Procedure: Prepared from 1-acetyl-3-(1-ethoxy-1-phenyl-methylidene)-5,6-dimethoxy-2-indolinone and N-(dimethylaminomethylcarbonyl)-N-methyl-p-phenylenediamine Reactants: C=1C=CC2=C(C1)N=NN2O (HOBt), C(CCl)Cl (EDC), NC1=CC=C(C=N1)C=CC(=O)O (3-(6-aminopyridin-3-yl)acrylic acid), O (H2O), CN1C=C(C2=CC=CC=C12)CNC (1-methyl-3-(methylaminomethyl)-1H-indole). The solvent is CN(C)C=O (DMF). Conditions: time 8 hour. Yields the product NC1=CC=C(C=N1)/C=C/C(=O)N(CC1=CN(C2=CC=CC=C12)C)C ((E)-3-(6-aminopyridin-3-yl)-N-methyl-N-(1-methyl-1H-indol-3-ylmethyl)acrylamide). Yield: 54.4%. Reaction SMILES: C(Cl)CCl.[NH2:5][C:6]1[N:11]=[CH:10][C:9]([CH:12]=[CH:13][C:14]([OH:16])=O)=[CH:8][CH:7]=1.[CH3:17][N:18]1[C:26]2[C:21](=[CH:22][CH:23]=[CH:24][CH:25]=2)[C:20]([CH2:27][NH:28][CH3:29])=[CH:19]1.C1C=CC2N(O)N=NC=2C=1.O>CN(C=O)C>[NH2:5][C:6]1[N:11]=[CH:10][C:9](/[CH:12]=[CH:13]/[C:14]([N:28]([CH3:29])[CH2:27][C:20]2[C:21]3[C:26](=[CH:25][CH:24]=[CH:23][CH:22]=3)[N:18]([CH3:17])[CH:19]=2)=[O:16])=[CH:8][CH:7]=1. Procedure details: EDC (0.35 g, 1.89 mmole) was added to a solution of 3-(6-aminopyridin-3-yl)acrylic acid (0.31 g, 1.89 mmole). 1-methyl-3-(methylaminomethyl)-1H-indole (0.30 g, 1.72 mmole), HOBt.H2O (0.24 g, 1.89 mmole) and diisopropylethylamino (0.60 mL, 3.44 mmole) in DMF (20 mL) at RT. The reaction was stirred overnight, then was concentrated in vacuo. The residue was diluted with water and extracted with ethyl acetate. The combined organic extracts were washed with brine and dried over Na2SO4. Flash chromato... The reactants are ClC1=CC=C(C=C1)C(NN1C(=NN=C1C)C)=N (4-Chloro-N-(3,5-dimethyl-4H-1,2,4-triazol-4-yl)benzenecarboximidamide), C(C)(=O)OC(C)=O (acetic anhydride). Product: C(C)(=O)N1N=C(N=C1C)C1=CC=C(C=C1)Cl (1-Acetyl-3-(4-chlorophenyl)-5-methyl-1H-1,2,4-triazole). RXN SMILES: [Cl:1][C:2]1[CH:7]=[CH:6][C:5]([C:8](=[NH:17])[NH:9][N:10]2[C:14]([CH3:15])=NN=[C:11]2[CH3:16])=[CH:4][CH:3]=1.C(OC(=O)C)(=[O:20])C>>[C:14]([N:10]1[C:11]([CH3:16])=[N:17][C:8]([C:5]2[CH:4]=[CH:3][C:2]([Cl:1])=[CH:7][CH:6]=2)=[N:9]1)(=[O:20])[CH3:15]. Procedure: 63.6 g (254.0 mM) 4-Chloro-N-(3,5-dimethyl-4H-1,2,4-triazol-4-yl)benzenecarboximidamide prepared in part B and 67 ml of acetic anhydride in a 300 ml round bottom flask equipped with a distillation head are heated to 170° in an oil bath. A solution forms from which acetic acid distills off in the first few minutes. The mixture is refluxed for 2.5 hours and the excess acetic anhydride is evaporated to dryness under vacuum to produce a residue comprising a mixture of the title compound and its 1-ac... The reactants are O=[N+]([O-])c1cc(C2CO2)ccc1OCc1ccccc1, CC1(NCc2ccccc2)Cc2ccccc2C1, CCc1cc2c(cc1CC)CC(NCC(O)c1ccc(OCc3ccccc3)c3[nH]c(=O)ccc13)C2. Yields the product CC1(N(Cc2ccccc2)CC(O)c2ccc(OCc3ccccc3)c([N+](=O)[O-])c2)Cc2ccccc2C1. As a reaction SMILES: [CH2:1]([c:2]1[cH:3][cH:4][cH:5][cH:6][cH:7]1)[O:8][c:9]1[c:10]([N+:18](=[O:19])[O-:20])[cH:11][c:12]([CH:15]2[O:16][CH2:17]2)[cH:13][cH:14]1.[CH2:21]([c:22]1[cH:23][cH:24][cH:25][cH:26][cH:27]1)[NH:28][C:29]1([CH3:38])[CH2:30][c:31]2[cH:32][cH:33][cH:34][cH:35][c:36]2[CH2:37]1.[CH2:39]([O:40][c:41]1[cH:42][cH:43][c:44]([CH:45]([OH:46])[CH2:47][NH:48][CH:49]2[CH2:50][c:51]3[c:52]([cH:53][c:54]([CH2:55][CH3:56])[c:57]([CH2:58][CH3:59])[cH:60]3)[CH2:61]2)[c:62]2[c:63]1[nH:64][c:65](=[O:66])[cH:67][cH:68]2)[c:69]1[cH:70][cH:71][cH:72][cH:73][cH:74]1>>[CH2:1]([c:2]1[cH:3][cH:4][cH:5][cH:6][cH:7]1)[O:8][c:9]1[c:10]([N+:18](=[O:19])[O-:20])[cH:11][c:12]([CH:15]([OH:16])[CH2:17][N:28]([CH2:21][c:22]2[cH:23][cH:24][cH:25][cH:26][cH:27]2)[C:29]2([CH3:38])[CH2:30][c:31]3[cH:32][cH:33][cH:34][cH:35][c:36]3[CH2:37]2)[cH:13][cH:14]1. Procedure: 14 mg of 3-(2,6-dichlorophenyl)-7-(3′,4′-dihydro-2′H-spiro[cyclopropane-1,1′-isoquinolin]-6′-ylamino)-4-imino-1-methyl-3,4-dihydropyrimido[4,5-d]pyrimidin-2(1H)-one was obtained as a white solid according to the same method as in Example 2, for which, however, tert-butyl 6′-amino-3′,4′-dihydro-2′H-spiro[cyclopropane-1,1′-isoquinoline]-2′-carboxylate obtained in the reaction of Production Example 19-5) was used in place of 2,4,4-trimethyl-1,2,3,4-tetrahydroisoquinolin-7-amine in Example 2, and 7-... As a reaction SMILES: C[N:2]1[CH2:11][C:10](C)(C)C2[C:4](=[CH:5]C(N)=CC=2)[CH2:3]1.Cl[C:16]1[N:21]=[C:20]2[N:22]([CH3:36])[C:23](=[O:35])[N:24]([C:27]3[C:32]([Cl:33])=[CH:31][CH:30]=[CH:29][C:28]=3[Cl:34])[C:25](=[NH:26])[C:19]2=[CH:18][N:17]=1.ClC1N=C2NC(=O)[N:46]([C:49]3[C:54](Cl)=[CH:53][CH:52]=[CH:51][C:50]=3Cl)C(=N)C2=CN=1>>[Cl:33][C:32]1[CH:31]=[CH:30][CH:29]=[C:28]([Cl:34])[C:27]=1[N:24]1[C:25](=[NH:26])[C:19]2[C:20](=[N:21][C:16]([NH:46][C:49]3[CH:50]=[C:51]4[C:52](=[CH:53][CH:54]=3)[CH:3]([CH2:4][CH3:5])[NH:2][CH2:11][CH2:10]4)=[N:17][CH:18]=2)[N:22]([CH3:36])[C:23]1=[O:35]. The product is ClC1=C(C(=CC=C1)Cl)N1C(N(C2=NC(=NC=C2C1=N)NC=1C=C2CCNC(C2=CC1)CC)C)=O (3-(2,6-dichlorophenyl)-7-[(1-ethyl-1,2,3,4-tetrahydroisoquinolin-6-yl)amino]-4-imino-1-methyl-3,4-dihydropyrimido[4,5-d]pyrimidin-2(1H)-one). Reactants: CN1CC2=CC(=CC=C2C(C1)(C)C)N (2,4,4-trimethyl-1,2,3,4-tetrahydroisoquinolin-7-amine), ClC1=NC=C2C(=N1)N(C(N(C2=N)C2=C(C=CC=C2Cl)Cl)=O)C (7-chloro-3-(2,6-dichlorophenyl)-4-imino-1-methyl-3,4-dihydropyrimido[4,5-d]pyrimidin-2(1H)-one), ClC1=NC=C2C(=N1)NC(N(C2=N)C2=C(C=CC=C2Cl)Cl)=O (7-chloro-3-(2,6-dichlorophenyl)-4-imino-3,4-dihydropyrimido[4,5-d]pyrimidin-2(1H)-one).